From a dataset of the Open Reaction Database (ORD), a public repository of structured organic reaction records. describe an organic reaction: reactants, conditions, products, and yield The reactants are C(C)(=O)O (Acetic acid), CN(C=CC=O)C (3-dimethylaminoacrylaldehyde), C(C)(C)C=1C(=NNC1N)N (4-Isopropyl-1H-pyrazole-3,5-diamine). The solvent is C(C)O (ethanol). Product: C(C)(C)C=1C(=NN2C1N=CC=C2)N (3-Isopropylpyrazolo[1,5-a]pyrimidin-2-amine). Reaction SMILES: C(O)(=O)C.CN(C)[CH:7]=[CH:8][CH:9]=O.[CH:12]([C:15]1[C:16]([NH2:21])=[N:17][NH:18][C:19]=1[NH2:20])([CH3:14])[CH3:13]>C(O)C>[CH:12]([C:15]1[C:16]([NH2:21])=[N:17][N:18]2[CH:9]=[CH:8][CH:7]=[N:20][C:19]=12)([CH3:14])[CH3:13]. Procedure details: Acetic acid (0.038 mL, 0.67 mmol) was added to a solution of 3-dimethylaminoacrylaldehyde (624 mg, 4.43 mmol) and the product from Example 112B (414 mg, 2.95 mmol) in ethanol (9 mL), and the reaction mixture was heated at 80° C. for 4 hours, then concentrated under vacuum to a dark oil. The residue was purified by flash chromatography (silica gel eluted with hexanes-EtOAc 50:50-0:100) to provide the title compound as a yellow solid. MS (ESI) m/z 177 (M+H)+.